From a dataset of the Open Reaction Database (ORD), a public repository of structured organic reaction records. describe an organic reaction: reactants, conditions, products, and yield Starting materials: CC1(OC[C@H](O1)COC=1C(=C(C(=O)OC)C=CC1)C)C (Methyl 3-((R)-2,2-dimethyl-1,3-dioxolan-4-ylmethyloxy)-2-methylbenzoate), [OH-].[Li+] (lithium hydroxide). Run in CO (methanol), O (water). Run at time 4 hour. Yields the product CC1(OC[C@H](O1)COC=1C=C(C(=O)O)C=CC1)C (3-((R)-2,2-dimethyl-1,3-dioxolan-4-ylmethyloxy)benzoic acid). Isolated yield 105.7%. As a reaction SMILES: [CH3:1][C:2]1([CH3:20])[O:6][C@H:5]([CH2:7][O:8][C:9]2[C:10](C)=[C:11]([CH:16]=[CH:17][CH:18]=2)[C:12]([O:14]C)=[O:13])[CH2:4][O:3]1.[OH-].[Li+]>CO.O>[CH3:1][C:2]1([CH3:20])[O:6][C@H:5]([CH2:7][O:8][C:9]2[CH:10]=[C:11]([CH:16]=[CH:17][CH:18]=2)[C:12]([OH:14])=[O:13])[CH2:4][O:3]1 |f:1.2|. Procedure: Methyl 3-((R)-2,2-dimethyl-1,3-dioxolan-4-ylmethyloxy)-2-methylbenzoate (4.2 g, 15 mmol) was dissolved in 20 mL of methanol and 1 mL of water. To the above solution was added lithium hydroxide (2.4 g, Seq.). After stirring the reaction mixture at room temperature for 4 h, the volatile was removed under vacuo and the residue was partitioned between EtOAc and H2O. The aqueous layer was separated, cooled with an ice bath, and then acidified with 10% aq. HCl. The acidic aqueous layer was extracted w... Starting materials: C(C1=CC=CC=C1)OCCC1=C(C(=NN1)CC)OC=1C=C(C=C(C#N)C1)C#N (5-({5-[2-(benzyloxy)ethyl]-3-ethyl-1H-pyrazol-4-yl}oxy)isophthalonitrile). Reagents/catalysts: [Fe](Cl)(Cl)Cl (Iron(III)Chloride). Solvent: ClCCl (dichloromethane), ClCCl (dichloromethane). Run at time 30 minute. Product: C(C)C1=NNC(=C1OC=1C=C(C=C(C#N)C1)C#N)CCO (5-{[3-Ethyl-5-(2-hydroxyethyl)-1H-pyrazol-4-yl]oxy}isophthalonitrile). Yield: 54.5%. Reaction SMILES: C([O:8][CH2:9][CH2:10][C:11]1[NH:15][N:14]=[C:13]([CH2:16][CH3:17])[C:12]=1[O:18][C:19]1[CH:20]=[C:21]([C:27]#[N:28])[CH:22]=[C:23]([CH:26]=1)[C:24]#[N:25])C1C=CC=CC=1>ClCCl.[Fe](Cl)(Cl)Cl>[CH2:16]([C:13]1[C:12]([O:18][C:19]2[CH:26]=[C:23]([C:24]#[N:25])[CH:22]=[C:21]([CH:20]=2)[C:27]#[N:28])=[C:11]([CH2:10][CH2:9][OH:8])[NH:15][N:14]=1)[CH3:17]. Reported procedure: Iron(III)Chloride (217 mg, 1.30 mmol) was added to a solution of the pyrazole from Example 153 (50 mg, 0.13 mmol) in dichloromethane (5 ml) under nitrogen at room temperature. After stirring for 30 minutes the mixture was diluted with dichloromethane (20 ml), washed with water (100 ml) then saturated aqueous sodium ethylenediaminetetraacetate solution (20 ml), dried over magnesium sulphate and concentrated under reduced pressure. The residue was purified by flash chromatography on silica gel elu... Starting materials: CCOC(=O)c1ccc(C)c(-n2cc(Br)cn2)c1, CCCC[Sn](CCCC)(CCCC)c1cncn1C, CCOC(C)=O, [F-], [K+], C1COCCO1, c1ccc(P(c2ccccc2)(c2ccccc2)[Pd](P(c2ccccc2)(c2ccccc2)c2ccccc2)(P(c2ccccc2)(c2ccccc2)c2ccccc2)P(c2ccccc2)(c2ccccc2)c2ccccc2)cc1. Yields the product CCOC(=O)c1ccc(C)c(-n2cc(-c3cncn3C)cn2)c1. Reaction SMILES: [CH2:1]([CH3:2])[O:3][C:4]([c:5]1[cH:6][c:7](-[n:12]2[n:13][cH:14][c:15]([Br:17])[cH:16]2)[c:8]([CH3:11])[cH:9][cH:10]1)=[O:18].[CH3:19][n:20]1[cH:21][n:22][cH:23][c:24]1[Sn:25]([CH2:26][CH2:27][CH2:28][CH3:29])([CH2:30][CH2:31][CH2:32][CH3:33])[CH2:34][CH2:35][CH2:36][CH3:37].[CH3:46][CH2:47][O:48][C:49]([CH3:50])=[O:51].[F-:38].[K+:39].[O:40]1[CH2:41][CH2:42][O:43][CH2:44][CH2:45]1.[cH:52]1[cH:53][cH:54][c:55]([P:56]([Pd:57]([P:58]([c:59]2[cH:60][cH:61][cH:62][cH:63][cH:64]2)([c:65]2[cH:66][cH:67][cH:68][cH:69][cH:70]2)[c:71]2[cH:72][cH:73][cH:74][cH:75][cH:76]2)([P:77]([c:78]2[cH:79][cH:80][cH:81][cH:82][cH:83]2)([c:84]2[cH:85][cH:86][cH:87][cH:88][cH:89]2)[c:90]2[cH:91][cH:92][cH:93][cH:94][cH:95]2)[P:96]([c:97]2[cH:98][cH:99][cH:100][cH:101][cH:102]2)([c:103]2[cH:104][cH:105][cH:106][cH:107][cH:108]2)[c:109]2[cH:110][cH:111][cH:112][cH:113][cH:114]2)([c:115]2[cH:116][cH:117][cH:118][cH:119][cH:120]2)[c:121]2[cH:122][cH:123][cH:124][cH:125][cH:126]2)[cH:127][cH:128]1>>[CH2:1]([CH3:2])[O:3][C:4]([c:5]1[cH:6][c:7](-[n:12]2[n:13][cH:14][c:15](-[c:24]3[n:20]([CH3:19])[cH:21][n:22][cH:23]3)[cH:16]2)[c:8]([CH3:11])[cH:9][cH:10]1)=[O:18]. The reactants are CCOC(=O)Cl, Nc1ccc(Oc2cccc(C(F)(F)F)c2)cc1, O, c1ccncc1. The product is CCOC(=O)Nc1ccc(Oc2cccc(C(F)(F)F)c2)cc1. RXN SMILES: [Cl:25][C:26](=[O:27])[O:28][CH2:29][CH3:30].[F:1][C:2]([c:3]1[cH:4][c:5]([O:6][c:7]2[cH:8][cH:9][c:10]([NH2:13])[cH:11][cH:12]2)[cH:14][cH:15][cH:16]1)([F:17])[F:18].[OH2:31].[cH:19]1[cH:20][cH:21][n:22][cH:23][cH:24]1>>[F:1][C:2]([c:3]1[cH:4][c:5]([O:6][c:7]2[cH:8][cH:9][c:10]([NH:13][C:26](=[O:27])[O:28][CH2:29][CH3:30])[cH:11][cH:12]2)[cH:14][cH:15][cH:16]1)([F:17])[F:18]. Reactants: N1C=CC2=CC=CC=C12 (indole), C(=O)(OC(C)(C)C)N1C2=CC=C(C=C2C=2C=C3C(=C(C12)O)N(C=1C=CC(=CC13)Br)C(=O)OC(C)(C)C)Br (5,7-diBOC-2,10-dibromo-6-hydroxyindolo[2,3-b]carbazole), COCCO (2-methoxyethanol). The product is BrC=1C=C2C=3C=C4C(=C(C3NC2=CC1)OCCOC)NC=1C=CC(=CC14)Br (2,10-dibromo-6-(2-methoxyethoxy)-5,7-dihydroindolo[2,3-b]carbazole). As a reaction SMILES: N1C2C(=CC=CC=2)C=C1.C([N:17]1[C:29]2[C:28]([OH:30])=[C:27]3[N:31](C(OC(C)(C)C)=O)[C:32]4[CH:33]=[CH:34][C:35]([Br:38])=[CH:36][C:37]=4[C:26]3=[CH:25][C:24]=2[C:23]2[C:18]1=[CH:19][CH:20]=[C:21]([Br:46])[CH:22]=2)(OC(C)(C)C)=O.[CH3:47][O:48][CH2:49][CH2:50]O>>[Br:46][C:21]1[CH:22]=[C:23]2[C:18](=[CH:19][CH:20]=1)[NH:17][C:29]1[C:28]([O:30][CH2:50][CH2:49][O:48][CH3:47])=[C:27]3[NH:31][C:32]4[CH:33]=[CH:34][C:35]([Br:38])=[CH:36][C:37]=4[C:26]3=[CH:25][C:24]2=1. Reported procedure: The title compound was prepared in a manner analogous to Example 28 except the starting indole is 5,7-diBOC-2,10-dibromo-6-hydroxyindolo[2,3-b]carbazole and the reagent is 2-methoxyethanol. 1H-NMR (400 MHz, CDCl3) δ ppm 8.75 (s, 1 H), 8.21 (s, 2 H), 7.45 (d, J=6.8 Hz, 2H), 7.32-7.24 (m, 2 H), 4.43 (t, J=4.4 Hz, 2 H), 3.85 (t, J=4.4 Hz, 2 H), 3.65 (s, 3H); MS (ESI) m/z 487.0 (M−H)− The reactants are [NH4+], [OH-], O, O, O, O, O, O, O, O, O=C(O)CCC(=O)c1cc([N+](=O)[O-])ccc1O, O=S(=O)(O)O. RXN SMILES: [NH4+:30].[OH-:31].[OH2:18].[OH2:19].[OH2:20].[OH2:21].[OH2:22].[OH2:23].[OH2:24].[OH2:32].[OH:1][c:2]1[c:3]([C:4](=[O:5])[CH2:6][CH2:7][C:8](=[O:9])[OH:10])[cH:11][c:12]([N+:15]([O-:16])=[O:17])[cH:13][cH:14]1.[S:25]([OH:26])([OH:27])(=[O:28])=[O:29]>>[OH:1][c:2]1[c:3]([C:4](=[O:5])[CH2:6][CH2:7][C:8](=[O:9])[OH:10])[cH:11][c:12]([NH2:15])[cH:13][cH:14]1. Product: Nc1ccc(O)c(C(=O)CCC(=O)O)c1. As a reaction SMILES: [CH2:1]([CH3:2])[NH:3][C:4](=[O:5])[NH:6][c:7]1[cH:8][cH:9][c:10](-[c:13]2[n:14][c:15]([N:23]3[CH:24]([CH3:29])[CH2:25][O:26][CH2:27][CH2:28]3)[c:16]3[c:17]([n:18]2)[CH2:19][NH:20][CH2:21][CH2:22]3)[cH:11][cH:12]1.[CH2:45]1[O:46][CH2:47][CH2:48][CH2:49]1.[CH3:30][S:31](=[O:32])(=[O:33])[CH:34]=[CH2:35].[CH:36]([N:37]([CH2:38][CH3:39])[CH:40]([CH3:41])[CH3:42])([CH3:43])[CH3:44].[O:50]=[CH:51][N:52]([CH3:53])[CH3:54]>>[CH2:1]([CH3:2])[NH:3][C:4](=[O:5])[NH:6][c:7]1[cH:8][cH:9][c:10](-[c:13]2[n:14][c:15]([N:23]3[CH:24]([CH3:29])[CH2:25][O:26][CH2:27][CH2:28]3)[c:16]3[c:17]([n:18]2)[CH2:19][N:20]([CH2:35][CH2:34][S:31]([CH3:30])(=[O:32])=[O:33])[CH2:21][CH2:22]3)[cH:11][cH:12]1. Reactants: CCNC(=O)Nc1ccc(-c2nc3c(c(N4CCOCC4C)n2)CCNC3)cc1, C1CCOC1, C=CS(C)(=O)=O, CCN(C(C)C)C(C)C, CN(C)C=O. The product is CCNC(=O)Nc1ccc(-c2nc3c(c(N4CCOCC4C)n2)CCN(CCS(C)(=O)=O)C3)cc1. Reaction SMILES: [CH2:26]([Al+:27][CH2:28][CH:29]([CH3:30])[CH3:31])[CH:32]([CH3:33])[CH3:34].[CH3:35][c:36]1[cH:37][cH:38][cH:39][cH:40][cH:41]1.[CH3:42][CH2:43][O:44][C:45](=[O:46])[CH3:47].[CH:1]1([c:5]2[c:6]([C:20](=[O:21])[O:22][CH2:23][CH3:24])[c:7]([CH2:10][O:11][c:12]3[c:13]([CH3:19])[cH:14][cH:15][cH:16][c:17]3[CH3:18])[n:8][o:9]2)[CH2:2][CH2:3][CH2:4]1.[H-:25]>>[CH:1]1([c:5]2[c:6]([CH2:20][OH:21])[c:7]([CH2:10][O:11][c:12]3[c:13]([CH3:19])[cH:14][cH:15][cH:16][c:17]3[CH3:18])[n:8][o:9]2)[CH2:2][CH2:3][CH2:4]1. The reactants are CC(C)C[Al+]CC(C)C, Cc1ccccc1, CCOC(C)=O, CCOC(=O)c1c(COc2c(C)cccc2C)noc1C1CCC1, [H-]. Yields the product Cc1cccc(C)c1OCc1noc(C2CCC2)c1CO. Starting materials: ClC1=C(C=CC(=C1)C(C)C)C=CC(C)=O (4-(2-chloro-4-isopropylphenyl)but-3-en-2-one), C(#N)CC(=O)OCC (ethyl cyanoacetate), C(#N)CC(=O)OCC (ethyl cyanoacetate), C(C)(=O)[O-].[NH4+] (ammonium acetate). The solvent is C1=CC=CC=C1 (benzene), C(C)(=O)O (acetic acid), C(C)(=O)OCC (ethyl acetate), C(C)(=O)O (acetic acid). Reaction conditions: time 10 hour. Product: C(C)OC(C(=C(C=CC1=C(C=C(C=C1)C(C)C)Cl)C)C#N)=O (5-[2-Chloro-4-isopropylphenyl]-2-cyano-3-methyl-pent-2,4-dienoic acid ethyl ester). As a reaction SMILES: [Cl:1][C:2]1[CH:7]=[C:6]([CH:8]([CH3:10])[CH3:9])[CH:5]=[CH:4][C:3]=1[CH:11]=[CH:12][C:13](=O)[CH3:14].[C:16]([CH2:18][C:19]([O:21][CH2:22][CH3:23])=[O:20])#[N:17].C([O-])(=O)C.[NH4+]>C(OCC)(=O)C.C(O)(=O)C.C1C=CC=CC=1>[CH2:22]([O:21][C:19](=[O:20])[C:18]([C:16]#[N:17])=[C:13]([CH3:14])[CH:12]=[CH:11][C:3]1[CH:4]=[CH:5][C:6]([CH:8]([CH3:10])[CH3:9])=[CH:7][C:2]=1[Cl:1])[CH3:23] |f:2.3|. Procedure details: A mixture of 4-(2-chloro-4-isopropylphenyl)but-3-en-2-one (50 mmol), ethyl cyanoacetate (50 mmol), acetic acid (1.14 mL) ammonium acetate (400 mg), and benzene (50 mL) is heated to reflux in a Dean-Stark apparatus. After approximately 10 hours, additional ethyl cyanoacetate (50 mmol), acetic acid (1.14 mL), and ammonium acetate (400 mg) are added. After an additional 10 hours, the reaction is cooled to room temperature, diluted with ethyl acetate (30 mL), washed with water (240 mL), brine (40 mL... As a reaction SMILES: [CH3:1][c:2]1[cH:3][cH:4][c:5]([NH2:8])[n:6][cH:7]1.[Cl:25][CH2:26][Cl:27].[c:15]1([O:21][C:22](=[O:23])[Cl:24])[cH:16][cH:17][cH:18][cH:19][cH:20]1.[cH:9]1[cH:10][cH:11][n:12][cH:13][cH:14]1>>[CH3:1][c:2]1[cH:3][cH:4][c:5]([NH:8][C:22]([O:21][c:15]2[cH:16][cH:17][cH:18][cH:19][cH:20]2)=[O:23])[n:6][cH:7]1. The reactants are Cc1ccc(N)nc1, ClCCl, O=C(Cl)Oc1ccccc1, c1ccncc1. Yields the product Cc1ccc(NC(=O)Oc2ccccc2)nc1.